Dataset: the Open Reaction Database (ORD), a public repository of structured organic reaction records. Task: describe an organic reaction: reactants, conditions, products, and yield Yields the product NC1=C(CN(CC1)CC1=CC=CC=C1)C(=O)OC (methyl 4-amino-1-benzyl-1,2,5,6-tetrahydropyridine-3-carboxylate). Run in C(C)O (ethanol). Procedure: 855 g of methyl 1-benzyl-4-oxopiperidine-3-carboxylate hydrochloride, 176 g of sodium carbonate and 450 ml of 25% aqueous ammonia solution in 6.5 1 of ethanol were heated for 5 h at an internal temperature of 70° C., with stirring. After concentration under reduced pressure, the mixture was worked up by extraction with dichloromethane and water. The combined dichloromethane phases were dried over sodium sulfate and concentrated under reduced pressure to give 788 g of oily methyl 4-amino-1-benzyl... Reaction SMILES: Cl.[CH2:2]([N:9]1[CH2:14][CH2:13][C:12](=O)[CH:11]([C:16]([O:18][CH3:19])=[O:17])[CH2:10]1)[C:3]1[CH:8]=[CH:7][CH:6]=[CH:5][CH:4]=1.C(=O)([O-])[O-].[Na+].[Na+].[NH3:26]>C(O)C>[NH2:26][C:12]1[CH2:13][CH2:14][N:9]([CH2:2][C:3]2[CH:8]=[CH:7][CH:6]=[CH:5][CH:4]=2)[CH2:10][C:11]=1[C:16]([O:18][CH3:19])=[O:17] |f:0.1,2.3.4|. The reactants are Cl.C(C1=CC=CC=C1)N1CC(C(CC1)=O)C(=O)OC (methyl 1-benzyl-4-oxopiperidine-3-carboxylate hydrochloride), C([O-])([O-])=O.[Na+].[Na+] (sodium carbonate), N (ammonia). Starting materials: ClC=1C=C2C(=C(N(C2=CC1)CC1=CC=C(C=C1)OC(F)(F)F)C(CC)=O)C (1-[5-Chloro-3-methyl-1-({4-[(trifluoromethyl)oxy]phenyl}methyl)-1H-indol-2-yl]propan-1-one), BrCC1=CC=C(C(=O)OC)C=C1 (methyl 4-bromomethylbenzoate), resultant mixture, CCN(C(C)C)C(C)C (DIEA), resultant mixture, resultant mixture, C(CCl)Cl (EDC), C=1C=CC2=C(C1)N=NN2O (HOBt), Cl.C(C)(C)(C)OC(CCN)=O (β-alanine tert-butyl ester hydrochloride), C[Si](C)(C)[N-][Si](C)(C)C.[K+] (KHMDS), [Li+].[OH-] (LiOH). Run in C1CCOC1 (THF), CN(C)C=O (DMF). Run at time 30 minute. Product: C(=O)(C(F)(F)F)O (TFA), ClC=1C=C2C(=C(N(C2=CC1)CC1=CC=C(C=C1)OC(F)(F)F)C(C(CC1=CC=C(C(=O)NCCC(=O)O)C=C1)C)=O)C (3-{[4-((2RS)-3-{5-chloro-3-methyl-1-[4-(trifluoromethoxy)benzyl]-1H-indol-2-yl}-2-methyl-3-oxopropyl)benzoyl]amino}propanoic acid). RXN SMILES: [Cl:1][C:2]1[CH:3]=[C:4]2[C:8](=[CH:9][CH:10]=1)[N:7]([CH2:11][C:12]1[CH:17]=[CH:16][C:15]([O:18][C:19]([F:22])([F:21])[F:20])=[CH:14][CH:13]=1)[C:6]([C:23](=[O:26])[CH2:24][CH3:25])=[C:5]2[CH3:27].C[Si]([N-][Si](C)(C)C)(C)C.[K+].Br[CH2:39][C:40]1[CH:49]=[CH:48][C:43]([C:44]([O:46]C)=[O:45])=[CH:42][CH:41]=1.[Li+].[OH-].C(Cl)CCl.C1C=CC2N(O)N=NC=2C=1.Cl.C([O:71][C:72](=[O:76])[CH2:73][CH2:74][NH2:75])(C)(C)C.CCN(C(C)C)C(C)C>C1COCC1.CN(C=O)C>[C:44]([OH:46])([C:19]([F:20])([F:21])[F:22])=[O:45].[Cl:1][C:2]1[CH:3]=[C:4]2[C:8](=[CH:9][CH:10]=1)[N:7]([CH2:11][C:12]1[CH:13]=[CH:14][C:15]([O:18][C:19]([F:21])([F:20])[F:22])=[CH:16][CH:17]=1)[C:6]([C:23](=[O:26])[CH:24]([CH3:25])[CH2:39][C:40]1[CH:41]=[CH:42][C:43]([C:44]([NH:75][CH2:74][CH2:73][C:72]([OH:76])=[O:71])=[O:46])=[CH:48][CH:49]=1)=[C:5]2[CH3:27] |f:1.2,4.5,8.9|. Procedure details: To a cooled (−78° C.) solution of the title compound of Example 16 Step A (19.0 mg, 0.048 mmol) in THF (1 mL) was added KHMDS (0.240 mL, 0.5 M in toluene, 0.12 mmol). After 30 min, methyl 4-bromomethylbenzoate (27.0 mg, 0.12 mmol) was added, and the resultant mixture was allowed to warm slowly to room temperature over 15 h. The mixture was then quenched by addition of sat. aq. NaHCO3, and the aqueous phase was extracted with EtOAc. The organic phase was dried over anhydrous Na2SO4, and concentra... Starting materials: CCNc1ccc(NC(=O)CN(C)C)cc1N=C1SC(=C2Sc3ccc(OCCCl)cc3N2C)C(=O)N1Cc1ccccc1, CCCC[N+](CCCC)(CCCC)CCCC, CC(=O)[O-], CC(C)=O, CCOC(C)=O, [I-], [Na+]. Product: CCNc1ccc(NC(=O)CN(C)C)cc1N=C1SC(=C2Sc3ccc(OCCOC(C)=O)cc3N2C)C(=O)N1Cc1ccccc1. RXN SMILES: [CH2:1]([c:2]1[cH:3][cH:4][cH:5][cH:6][cH:7]1)[N:8]1[C:9](=[N:28][c:29]2[cH:30][c:31]([NH:38][C:39]([CH2:40][N:41]([CH3:42])[CH3:43])=[O:44])[cH:32][cH:33][c:34]2[NH:35][CH2:36][CH3:37])[S:10][C:11](=[C:14]2[S:15][c:16]3[c:17]([cH:20][c:21]([O:24][CH2:25][CH2:26][Cl:27])[cH:22][cH:23]3)[N:18]2[CH3:19])[C:12]1=[O:13].[CH2:55]([N+:56]([CH2:57][CH2:58][CH2:59][CH3:60])([CH2:61][CH2:62][CH2:63][CH3:64])[CH2:65][CH2:66][CH2:67][CH3:68])[CH2:69][CH2:70][CH3:71].[CH3:46][C:47]([O-:48])=[O:49].[CH3:50][C:51](=[O:52])[CH3:53].[CH3:72][CH2:73][O:74][C:75]([CH3:76])=[O:77].[I-:54].[Na+:45]>>[CH2:1]([c:2]1[cH:3][cH:4][cH:5][cH:6][cH:7]1)[N:8]1[C:9](=[N:28][c:29]2[cH:30][c:31]([NH:38][C:39]([CH2:40][N:41]([CH3:42])[CH3:43])=[O:44])[cH:32][cH:33][c:34]2[NH:35][CH2:36][CH3:37])[S:10][C:11](=[C:14]2[S:15][c:16]3[c:17]([cH:20][c:21]([O:24][CH2:25][CH2:26][O:49][C:47]([CH3:46])=[O:48])[cH:22][cH:23]3)[N:18]2[CH3:19])[C:12]1=[O:13]. The product is NCC=1C=C(C=CC1)C1=CC=CC=2N1N=C(N2)NC2=CC=C(C=C2)OCCN2CCCC2 ([5-(3-Aminomethyl-phenyl)-[1,2,4]triazolo[1,5-a]pyridin-2-yl]-[4-(2-pyrrolidin-1-yl-ethoxy)-phenyl]-amine). The reactants are FC(C(=O)O)(F)F (Trifluoroacetic acid), C(C)(C)(C)OC(NCC1=CC(=CC=C1)C1=CC=CC=2N1N=C(N2)NC2=CC=C(C=C2)OCCN2CCCC2)=O ((3-{2-[4-(2-Pyrrolidin-1-yl-ethoxy)-phenylamino]-[1,2,4]triazolo[1,5-a]pyridin-5-yl}-benzyl)-carbamic acid tert-butyl ester), C(O)([O-])=O.[Na+] (sodium hydrogencarbonate). Run at time 2 hour. Procedure details: (3-{2-[4-(2-Pyrrolidin-1-yl-ethoxy)-phenylamino]-[1,2,4]triazolo[1,5-a]pyridin-5-yl}-benzyl)-carbamic acid tert-butyl ester (1.78 g, 3.37 mmol) was dissolved in dichloromethane (20 ml). Trifluoroacetic acid (20 ml) was added and the reaction was stirred for 2 hours. Neutralisation was performed by adding saturated aqueous sodium hydrogencarbonate. The aqueous phase was extracted twice with dichloromethane, and the combined organics washed with brine, dried over anhydrous magnesium sulfate, filte... Reaction SMILES: C(OC(=O)[NH:7][CH2:8][C:9]1[CH:14]=[CH:13][CH:12]=[C:11]([C:15]2[N:20]3[N:21]=[C:22]([NH:24][C:25]4[CH:30]=[CH:29][C:28]([O:31][CH2:32][CH2:33][N:34]5[CH2:38][CH2:37][CH2:36][CH2:35]5)=[CH:27][CH:26]=4)[N:23]=[C:19]3[CH:18]=[CH:17][CH:16]=2)[CH:10]=1)(C)(C)C.FC(F)(F)C(O)=O.C(=O)([O-])O.[Na+]>ClCCl>[NH2:7][CH2:8][C:9]1[CH:10]=[C:11]([C:15]2[N:20]3[N:21]=[C:22]([NH:24][C:25]4[CH:30]=[CH:29][C:28]([O:31][CH2:32][CH2:33][N:34]5[CH2:35][CH2:36][CH2:37][CH2:38]5)=[CH:27][CH:26]=4)[N:23]=[C:19]3[CH:18]=[CH:17][CH:16]=2)[CH:12]=[CH:13][CH:14]=1 |f:2.3|. Solvent: ClCCl (dichloromethane). Reactants: COC(=O)C=1C=C2CN(CC2=CC1)C(=O)OCC1=CC=CC=C1 (1,3-Dihydro-isoindole-2,5-dicarboxylic acid 2-benzyl ester 5-methyl ester), [Li+].[OH-] (LiOH). The solvent is C1CCOC1 (THF). Conditions: time 14 hour. Product: C(C1=CC=CC=C1)OC(=O)N1CC2=CC=C(C=C2C1)C(=O)O (1,3-Dihydro-isoindole-2,5-dicarboxylic acid 2-benzyl ester). The yield is 95.4%. As a reaction SMILES: C[O:2][C:3]([C:5]1[CH:6]=[C:7]2[C:11](=[CH:12][CH:13]=1)[CH2:10][N:9]([C:14]([O:16][CH2:17][C:18]1[CH:23]=[CH:22][CH:21]=[CH:20][CH:19]=1)=[O:15])[CH2:8]2)=[O:4].[Li+].[OH-]>C1COCC1>[CH2:17]([O:16][C:14]([N:9]1[CH2:8][C:7]2[C:11](=[CH:12][CH:13]=[C:5]([C:3]([OH:4])=[O:2])[CH:6]=2)[CH2:10]1)=[O:15])[C:18]1[CH:23]=[CH:22][CH:21]=[CH:20][CH:19]=1 |f:1.2|. Procedure details: 1,3-Dihydro-isoindole-2,5-dicarboxylic acid 2-benzyl ester 5-methyl ester (2.25 g) is suspended in THF (8 mL) and treated with an aqueous 2N LiOH solution. (5.51 mL) and stirred 14 h at ambient temperature. After evaporation, the residue is partitioned between dichloromethane and water. The organic phase is dried and evaporated. 2.05 g of the title compound are obtained with MP 197-199° C. RXN SMILES: [CH2:1]([CH3:2])[O:3][c:4]1[cH:5][cH:6][c:7]([F:12])[c:8]([CH:9]=[O:10])[cH:11]1.[CH3:22][c:23]1[cH:24][cH:25][cH:26][cH:27][cH:28]1.[NH2:13][c:14]1[cH:15][cH:16][c:17]([C:18]#[N:19])[cH:20][cH:21]1>>[CH2:1]([CH3:2])[O:3][c:4]1[cH:5][cH:6][c:7]([F:12])[c:8]([CH:9]=[N:13][c:14]2[cH:15][cH:16][c:17]([C:18]#[N:19])[cH:20][cH:21]2)[cH:11]1. Yields the product CCOc1ccc(F)c(C=Nc2ccc(C#N)cc2)c1. Reactants: CCOc1ccc(F)c(C=O)c1, Cc1ccccc1, N#Cc1ccc(N)cc1. Starting materials: BrC1=CC2=C(N=C(S2)[C@@H]2C[C@H](C2)N2[C@@H](CCC2)C)C=C1 (Trans-6-bromo-2-{3-[(2R)-2-methylpyrrolidin-1-yl]cyclobutyl}-1,3-benzothiazole), COC1=NC=C(C=N1)B(O)O (2-methoxypyrimidine-5-boronic acid), N1=CN=CC(=C1)B(O)O (pyrimidine-5-boronic acid). Product: COC1=NC=C(C=N1)C1=CC2=C(N=C(S2)[C@@H]2C[C@@H](C2)N2CCCC2)C=C1 (Cis-6-(2-methoxypyrimidin-5-yl)-2-(3-pyrrolidin-1-ylcyclobutyl)-1,3-benzothiazole). Reaction SMILES: Br[C:2]1[CH:20]=[CH:19][C:5]2[N:6]=[C:7]([C@H:9]3[CH2:12][C@H:11]([N:13]4[CH2:17][CH2:16][CH2:15][C@H:14]4C)[CH2:10]3)[S:8][C:4]=2[CH:3]=1.[CH3:21][O:22][C:23]1[N:28]=[CH:27][C:26](B(O)O)=[CH:25][N:24]=1.N1C=C(B(O)O)C=NC=1>>[CH3:21][O:22][C:23]1[N:28]=[CH:27][C:26]([C:2]2[CH:20]=[CH:19][C:5]3[N:6]=[C:7]([C@H:9]4[CH2:12][C@@H:11]([N:13]5[CH2:14][CH2:15][CH2:16][CH2:17]5)[CH2:10]4)[S:8][C:4]=3[CH:3]=2)=[CH:25][N:24]=1. Reported procedure: The title compound was prepared according to the procedure described in Example 1F, substituting the product of Example 30A for the product of Example 1E and substituting 2-methoxypyrimidine-5-boronic acid for pyrimidine-5-boronic acid. 1H NMR (400 MHz, CDCl3) δ ppm 8.77 (s, 2H) 8.04 (d, J=8.90 Hz, 1H) 7.98 (d, J=1.23 Hz, 1H) 7.58 (dd, J=8.44, 1.99 Hz, 1H) 4.08 (s, 3H) 3.60-3.72 (m, 1H) 3.04-3.14 (m, 1H) 2.65-2.78 (m, 2H) 2.51-2.63 (m, 4H) 2.38-2.51 (m, 2H) 1.84 (s, 4H). MS: (M+H)+=367. Starting materials: C(#N)C[C@H](CC(=O)O)O ((R)-4-cyano-3-hydroxybutyric acid), S(O)(O)(=O)=O (sulfuric acid), C(C)O (ethanol), C([O-])([O-])=O.[Na+].[Na+] (sodium carbonate). Yields the product C(C)OC(C[C@@H](CC#N)O)=O ((R)-4-cyano-3-hydroxybutyric acid ethyl ester). Isolated yield 90.0%. As a reaction SMILES: [C:1]([CH2:3][C@@H:4]([OH:9])[CH2:5][C:6]([OH:8])=[O:7])#[N:2].S(=O)(=O)(O)O.C(=O)([O-])[O-].[Na+].[Na+].[CH2:21](O)[CH3:22]>>[CH2:21]([O:7][C:6](=[O:8])[CH2:5][C@H:4]([OH:9])[CH2:3][C:1]#[N:2])[CH3:22] |f:2.3.4|. Procedure details: (R)-4-cyano-3-hydroxybutyric acid (1.0 mol) in ethanol (500 ml) and conc. sulfuric acid (5 g) were refluxed for 5 hours. The reaction mixture was neutralized with sodium carbonate ancd filtered. The filtrate was concentrated in vacuo to afford (R)-4-cyano-3-hydroxybutyric acid ethyl ester (141 g, 90%).